Dataset: the Open Reaction Database (ORD), a public repository of structured organic reaction records. Task: describe an organic reaction: reactants, conditions, products, and yield The reactants are Cc1ccc2c(c1)OCO2, CC(=O)O, O, O=[N+]([O-])O. As a reaction SMILES: [CH2:1]1[O:2][c:3]2[cH:4][c:5]([CH3:10])[cH:6][cH:7][c:8]2[O:9]1.[CH3:16][C:17](=[O:18])[OH:19].[OH2:15].[OH:11][N+:12](=[O:13])[O-:14]>>[CH2:1]1[O:2][c:3]2[cH:4][c:5]([CH3:10])[c:6]([NH2:12])[cH:7][c:8]2[O:9]1. Product: Cc1cc2c(cc1N)OCO2. Reactants: CC(=O)CC(C)C, O=[Cr]([O-])[O-], [Cu+2], [H][H], Nc1ccc(Nc2ccccc2)cc1. The product is CC(C)CC(C)Nc1ccc(Nc2ccccc2)cc1. Reaction SMILES: [CH3:1][CH:2]([CH2:3][C:4]([CH3:5])=[O:6])[CH3:7].[Cr:24]([O-:25])([O-:26])=[O:27].[Cu+2:28].[H:22][H:23].[c:8]1([NH:14][c:15]2[cH:16][cH:17][c:18]([NH2:21])[cH:19][cH:20]2)[cH:9][cH:10][cH:11][cH:12][cH:13]1>>[CH3:1][CH:2]([CH2:3][CH:4]([CH3:5])[NH:21][c:18]1[cH:17][cH:16][c:15]([NH:14][c:8]2[cH:9][cH:10][cH:11][cH:12][cH:13]2)[cH:20][cH:19]1)[CH3:7]. Starting materials: Br, O=C([O-])C=CC(=O)[O-], Cc1ccc(S(=O)(=O)N2CCC(SCc3ccccc3)CC2)cc1, Oc1ccccc1. Yields the product O=C(O)C=CC(=O)O, c1ccc(CSC2CCNCC2)cc1. As a reaction SMILES: [BrH:32].[C:33]([CH:34]=[CH:35][C:36](=[O:37])[O-:38])(=[O:39])[O-:40].[CH3:1][c:2]1[cH:3][cH:4][c:5]([S:6](=[O:7])(=[O:8])[N:11]2[CH2:12][CH2:13][CH:14]([S:17][CH2:18][c:19]3[cH:20][cH:21][cH:22][cH:23][cH:24]3)[CH2:15][CH2:16]2)[cH:9][cH:10]1.[OH:25][c:26]1[cH:27][cH:28][cH:29][cH:30][cH:31]1>>[C:33]([CH:34]=[CH:35][C:36](=[O:37])[OH:38])(=[O:39])[OH:40].[NH:11]1[CH2:12][CH2:13][CH:14]([S:17][CH2:18][c:19]2[cH:20][cH:21][cH:22][cH:23][cH:24]2)[CH2:15][CH2:16]1. The reactants are CN(CC(CO)O)C (N,N-dimethyl-3-aminopropane-1,2-diol), CS(=O)(=O)OCCCCCCCC\C=C/C\C=C/CCCCC (Linoleyl methane sulfonate), ethanol-benzene, [H-].[Na+] (NaH). Run in C1=CC=CC=C1 (benzene), C1=CC=CC=C1 (benzene), C1=CC=CC=C1 (benzene). Run at time 15 minute. Yields the product C(CCCCCCC\C=C/C\C=C/CCCCC)OCC(CN(C)C)OCCCCCCCC\C=C/C\C=C/CCCCC (1,2-Dilinoleyloxy-N,N-Dimethyl-3-Aminopropane). Yield: 123.6%. As a reaction SMILES: [H-].[Na+].[CH3:3][N:4]([CH3:10])[CH2:5][CH:6]([OH:9])[CH2:7][OH:8].CS(O[CH2:16][CH2:17][CH2:18][CH2:19][CH2:20][CH2:21][CH2:22][CH2:23]/[CH:24]=[CH:25]\[CH2:26]/[CH:27]=[CH:28]\[CH2:29][CH2:30][CH2:31][CH2:32][CH3:33])(=O)=O>C1C=CC=CC=1>[CH2:16]([O:8][CH2:7][CH:6]([O:9][CH2:16][CH2:17][CH2:18][CH2:19][CH2:20][CH2:21][CH2:22][CH2:23]/[CH:24]=[CH:25]\[CH2:26]/[CH:27]=[CH:28]\[CH2:29][CH2:30][CH2:31][CH2:32][CH3:33])[CH2:5][N:4]([CH3:10])[CH3:3])[CH2:17][CH2:18][CH2:19][CH2:20][CH2:21][CH2:22][CH2:23]/[CH:24]=[CH:25]\[CH2:26]/[CH:27]=[CH:28]\[CH2:29][CH2:30][CH2:31][CH2:32][CH3:33] |f:0.1|. Procedure details: To a suspension of NaH (95%, 5.2 g, 0.206 mol) in 120 mL of anhydrous benzene was added dropwise N,N-dimethyl-3-aminopropane-1,2-diol (2.8 g, 0.0235 mol) in 40 mL of anhydrous benzene under argon. Upon addition, the resulting mixture was stirred at room temperature for 15 min. Linoleyl methane sulfonate (99%, 20 g, 0.058 mol) in 75 mL of anhydrous benzene was added dropwise at room temperature under argon to the above mixture. After stirred at room temperature for 30 min., the mixture was reflux... Reactants: ClC=1N=CC2=C(N(CC(C(N2C)=O)C)C2CCCC2)N1 ((rac)-2-chloro-9-cyclopentyl-5,7-dimethyl-5,7,8,9-tetrahydro-pyrimido[4,5-b][1,4]diazepin-6-one), NC1=C(C=C(C(=O)O)C=C1)OC (4-amino-3-methoxy-benzoic acid), C(C)O (ethanol). The reagents and catalysts are Cl (hydrochloric acid). Run in O (water). The product is C1(CCCC1)N1C2=C(N(C(C(C1)C)=O)C)C=NC(=N2)NC2=C(C=C(C(=O)O)C=C2)OC ((rac)-4-(9-cyclopentyl-5,7-dimethyl-6-oxo-6,7,8,9-tetrahydro-5H-pyrimido[4,5-b][1,4]diazepin-2-yl amino)-3-methoxy-benzoic acid). Isolated yield 65.8%. RXN SMILES: Cl[C:2]1[N:3]=[CH:4][C:5]2[N:11]([CH3:12])[C:10](=[O:13])[CH:9]([CH3:14])[CH2:8][N:7]([CH:15]3[CH2:19][CH2:18][CH2:17][CH2:16]3)[C:6]=2[N:20]=1.[NH2:21][C:22]1[CH:30]=[CH:29][C:25]([C:26]([OH:28])=[O:27])=[CH:24][C:23]=1[O:31][CH3:32].C(O)C>Cl.O>[CH:15]1([N:7]2[CH2:8][CH:9]([CH3:14])[C:10](=[O:13])[N:11]([CH3:12])[C:5]3[CH:4]=[N:3][C:2]([NH:21][C:22]4[CH:30]=[CH:29][C:25]([C:26]([OH:28])=[O:27])=[CH:24][C:23]=4[O:31][CH3:32])=[N:20][C:6]2=3)[CH2:19][CH2:18][CH2:17][CH2:16]1. Procedure details: A mixture of 0.030 g (0.0001 mole) of (rac)-2-chloro-9-cyclopentyl-5,7-dimethyl-5,7,8,9-tetrahydro-pyrimido[4,5-b][1,4]diazepin-6-one, 0.017 g (0.0001 mole) of 4-amino-3-methoxy-benzoic acid, 0.5 mL of ethanol, 2 mL of water, and 2 drops of hydrochloric acid was heated to 100 degrees overnight. Upon cooling, a precipitate formed which was collected by filtration to give 0.028 g of (rac)-4-(9-cyclopentyl-5,7-dimethyl-6-oxo-6,7,8,9-tetrahydro-5H-pyrimido[4,5-b][1,4]diazepin-2-yl amino)-3-methoxy-b... The reactants are ClCCCCOC=1C=C2C=CC(NC2=CC1)=O (6-(4-chlorobutoxy)-carbostyril), ClC1=CC=C(C=C1)S (4-chlorothiophenol). Yields the product ClC1=CC=C(C=C1)SCCCCOC=1C=C2C=CC(NC2=CC1)=O (6-[4-(4-Chlorophenyl-mercapto)-butoxy]-carbostyril). As a reaction SMILES: Cl[CH2:2][CH2:3][CH2:4][CH2:5][O:6][C:7]1[CH:8]=[C:9]2[C:14](=[CH:15][CH:16]=1)[NH:13][C:12](=[O:17])[CH:11]=[CH:10]2.[Cl:18][C:19]1[CH:24]=[CH:23][C:22]([SH:25])=[CH:21][CH:20]=1>>[Cl:18][C:19]1[CH:24]=[CH:23][C:22]([S:25][CH2:2][CH2:3][CH2:4][CH2:5][O:6][C:7]2[CH:8]=[C:9]3[C:14](=[CH:15][CH:16]=2)[NH:13][C:12](=[O:17])[CH:11]=[CH:10]3)=[CH:21][CH:20]=1. Procedure: Prepared analogous to Example 122 from 6-(4-chlorobutoxy)-carbostyril (m.p. 206°-208° C.) and 4-chlorothiophenol. The reactants are C(C)(C)(C)OC(=O)N1C=CC2=CC=C(C=C12)C(=O)OCC1=CC=CC=C1 (benzyl 1-tert-butoxycarbonylindole-6-carboxylate). Yields the product C(C)(C)(C)OC(=O)N1CCC2=CC=C(C=C12)C(=O)O (1-tert-butoxycarbonylindoline-6-carboxylic acid). Isolated yield 80.0%. Reaction SMILES: [C:1]([O:5][C:6]([N:8]1[C:16]2[C:11](=[CH:12][CH:13]=[C:14]([C:17]([O:19]CC3C=CC=CC=3)=[O:18])[CH:15]=2)[CH:10]=[CH:9]1)=[O:7])([CH3:4])([CH3:3])[CH3:2]>C(O)=O.CO.[Pd]>[C:1]([O:5][C:6]([N:8]1[C:16]2[C:11](=[CH:12][CH:13]=[C:14]([C:17]([OH:19])=[O:18])[CH:15]=2)[CH2:10][CH2:9]1)=[O:7])([CH3:4])([CH3:2])[CH3:3] |f:1.2|. Procedure details: To a solution of benzyl 1-tert-butoxycarbonylindole-6-carboxylate (1.27 g) in 5.0% formic acid-methanol (20.0 ml) was added 10% palladium on carbon (1.27 g) and the mixture was stirred under nitrogen atmosphere at ambient temperature for 4 hours and stand overnight. The resulting solution was filtered through a bed of celite and the filtrate was concentrated in vacuo. The residue was diluted with chloroform and the solution was washed successively with water and brine. The organic layer was drie... The reagents and catalysts are [Pd] (palladium on carbon). Conditions: time 4 hour. Solvent: C(=O)O.CO (formic acid methanol). Reactants: C1(=CC=C(C=C1)C(=O)OC([C@H](O)[C@@H](O)C(=O)OC(=O)C1=CC=C(C=C1)C)=O)C (O,O'-di-p-toluoyl-L-tartaric acid), O,O'-di-p-toluoyl-L-tartaric anhydride, O (water). Solvent: C1(=CC=CC=C1)C (toluene). Conditions: temperature 63 celsius, time 1 hour. The product is O.C1(=CC=C(C=C1)C(=O)OC([C@H](O)[C@@H](O)C(=O)OC(=O)C1=CC=C(C=C1)C)=O)C (O,O'-di-p-toluoyl-L-tartaric acid hydrate). The yield is 96.2%. Reaction SMILES: O.[C:2]1([CH3:29])[CH:7]=[CH:6][C:5]([C:8]([O:10][C:11](=[O:28])[C@@H:12]([C@H:14]([C:16]([O:18][C:19]([C:21]2[CH:26]=[CH:25][C:24]([CH3:27])=[CH:23][CH:22]=2)=[O:20])=[O:17])[OH:15])[OH:13])=[O:9])=[CH:4][CH:3]=1>C1(C)C=CC=CC=1>[OH2:9].[C:2]1([CH3:29])[CH:3]=[CH:4][C:5]([C:8]([O:10][C:11](=[O:28])[C@@H:12]([C@H:14]([C:16]([O:18][C:19]([C:21]2[CH:22]=[CH:23][C:24]([CH3:27])=[CH:25][CH:26]=2)=[O:20])=[O:17])[OH:15])[OH:13])=[O:9])=[CH:6][CH:7]=1 |f:3.4|. Reported procedure: To a 300 ml reaction vessel equipped with a stirrer, thermometer and a condenser, 50 g of O,O'-di-p-toluoyl-L-tartaric anhydride and 150 g of water were supplied and the mixture was stirred at 90°-95° C. for 1 hour to carry out hydrolysis. After cooling the reaction mixture to 63° C., 5 g of toluene and 0.1 g of seed crystal of O,O'-di-p-toluoyl-L-tartaric acid were added and the mixture was slowly cooled. Since oily product began to crystalize at 61° C., the mixture was stirred for 1 hour at th... Reactants: CN(N=C(C1=C(C=CC=C1F)F)Cl)S(=O)(=O)C1=CC=CC=C1 (N-methyl-N-(benzenesulfonyl)-2,6-difluorobenzohydrazonoyl chloride), ClC=1C=C(C#N)C=CC1OC1=NC=C(C=C1Cl)C(F)(F)F (3-chloro-4-(3-chloro-5-trifluoromethylpyridine-2-yloxy)benzonitrile), ClC1=C(C=CC=C1)Cl (o-dichlorobenzene). The reagents and catalysts are [Fe](Cl)(Cl)Cl (iron (III) chloride). The solvent is C(Cl)(Cl)Cl (chloroform). Conditions: temperature 140 celsius, time 30 minute. Product: ClC=1C=C(C=CC1OC1=NC=C(C=C1Cl)C(F)(F)F)C1=NC(=NN1C)C1=C(C=CC=C1F)F (5-[3-chloro-4-(3-chloro-5-trifluoromethylpyridine-2-yloxy)phenyl]3-(2,6-difluorophenyl)-1-methyl-1H-1,2,4-triazole). The yield is 53.5%. As a reaction SMILES: [CH3:1][N:2](S(C1C=CC=CC=1)(=O)=O)[N:3]=[C:4](Cl)[C:5]1[C:10]([F:11])=[CH:9][CH:8]=[CH:7][C:6]=1[F:12].[Cl:23][C:24]1[CH:25]=[C:26]([CH:29]=[CH:30][C:31]=1[O:32][C:33]1[C:38]([Cl:39])=[CH:37][C:36]([C:40]([F:43])([F:42])[F:41])=[CH:35][N:34]=1)[C:27]#[N:28].ClC1C=CC=CC=1Cl>C(Cl)(Cl)Cl.[Fe](Cl)(Cl)Cl>[Cl:23][C:24]1[CH:25]=[C:26]([C:27]2[N:2]([CH3:1])[N:3]=[C:4]([C:5]3[C:6]([F:12])=[CH:7][CH:8]=[CH:9][C:10]=3[F:11])[N:28]=2)[CH:29]=[CH:30][C:31]=1[O:32][C:33]1[C:38]([Cl:39])=[CH:37][C:36]([C:40]([F:43])([F:41])[F:42])=[CH:35][N:34]=1. Procedure details: A mixture of N-methyl-N-(benzenesulfonyl)-2,6-difluorobenzohydrazonoyl chloride (0.90 g), 3-chloro-4-(3-chloro-5-trifluoromethylpyridine-2-yloxy)benzonitrile (0.90 g), anhydrous iron (III) chloride (0.50 g) and o-dichlorobenzene (5 ml) is stirred at an oil bath temperature of 140° C. for 30 minutes. After cooling, it is dissolved in chloroform (100 ml) and washed with dilute hydrochloric acid, dilute aqueous solution of sodium hydroxide and saline. Then, it is dried over anhydrous magnesium sulf...